This data is from the Open Reaction Database (ORD), a public repository of structured organic reaction records. The task is: describe an organic reaction: reactants, conditions, products, and yield Starting materials: CC(=O)c1cccs1, CC(=O)[O-], CC(=O)[O-], CN(C)C=O, [Co+2], O=Cc1ccncc1. The product is O=C(C=Cc1ccncc1)c1cccs1. Reaction SMILES: [C:1]([CH3:2])(=[O:3])[c:4]1[s:5][cH:6][cH:7][cH:8]1.[C:22]([O-:23])(=[O:24])[CH3:25].[C:27]([O-:28])(=[O:29])[CH3:30].[CH3:17][N:18]([CH3:19])[CH:20]=[O:21].[Co+2:26].[n:9]1[cH:10][cH:11][c:12]([CH:15]=[O:16])[cH:13][cH:14]1>>[C:1]([CH:2]=[CH:15][c:12]1[cH:11][cH:10][n:9][cH:14][cH:13]1)(=[O:3])[c:4]1[s:5][cH:6][cH:7][cH:8]1. Reactants: ClC1=CC=C(C=C1)SC1=C(N(C2=CC=CC(=C12)C=1C=NC=NC1)CC(=O)O)C (3-[(4-Chlorophenyl)thio]-2-methyl-4-(5-pyrimidinyl)-1H-indole-1-acetic acid), ( ii ), C(CCC)[Sn](C1=NC=CN=C1)(CCCC)CCCC (2-tributylstannylpyrazine), C1(=CC=CC=C1)C (toluene). Reagents/catalysts: C=1C=CC(=CC1)[P](C=2C=CC=CC2)(C=3C=CC=CC3)[Pd]([P](C=4C=CC=CC4)(C=5C=CC=CC5)C=6C=CC=CC6)([P](C=7C=CC=CC7)(C=8C=CC=CC8)C=9C=CC=CC9)[P](C=1C=CC=CC1)(C=1C=CC=CC1)C=1C=CC=CC1 (tetrakis(triphenylphosphine)palladium). Conditions: temperature 80 celsius. Product: ClC1=CC=C(C=C1)SC1=C(N(C2=CC=CC(=C12)C1=NC=CN=C1)CC(=O)OC(C)(C)C)C (3-[(4-chlorophenyl)thio]-2-methyl-4-pyrazinyl-1H-indole-1-acetic acid, 1,1-dimethylethyl ester). RXN SMILES: [Cl:1][C:2]1[CH:7]=[CH:6][C:5]([S:8][C:9]2[C:17]3[C:12](=[CH:13][CH:14]=[CH:15][C:16]=3[C:18]3C=N[CH:21]=[N:22][CH:23]=3)[N:11]([CH2:24][C:25]([OH:27])=[O:26])[C:10]=2[CH3:28])=[CH:4][CH:3]=1.C([Sn](CCCC)(CCCC)[C:34]1C=NC=C[N:35]=1)CCC.[C:48]1([CH3:54])[CH:53]=CC=C[CH:49]=1>C1C=CC([P]([Pd]([P](C2C=CC=CC=2)(C2C=CC=CC=2)C2C=CC=CC=2)([P](C2C=CC=CC=2)(C2C=CC=CC=2)C2C=CC=CC=2)[P](C2C=CC=CC=2)(C2C=CC=CC=2)C2C=CC=CC=2)(C2C=CC=CC=2)C2C=CC=CC=2)=CC=1>[Cl:1][C:2]1[CH:3]=[CH:4][C:5]([S:8][C:9]2[C:17]3[C:12](=[CH:13][CH:14]=[CH:15][C:16]=3[C:18]3[CH:23]=[N:22][CH:21]=[CH:34][N:35]=3)[N:11]([CH2:24][C:25]([O:27][C:48]([CH3:54])([CH3:53])[CH3:49])=[O:26])[C:10]=2[CH3:28])=[CH:6][CH:7]=1 |^1:58,60,79,98|. Procedure details: To a solution of the product from Example 3 part (ii) (0.4 g) in toluene (4 ml) was added 2-tributylstannylpyrazine (0.32 g) and tetrakis(triphenylphosphine)palladium (0) (0.1 g). The reaction mixture was heated to 80° C. for 18 hours. The mixture was adsorbed onto silica and purified using column chromatography (33% EtOAc/hexane as eluent) to give the sub-title compound (160 mg).